From a dataset of the Open Reaction Database (ORD), a public repository of structured organic reaction records. describe an organic reaction: reactants, conditions, products, and yield Starting materials: O1CCOC2=C1C=CC(=C2)CN(C(OC(C)(C)C)=O)C2CCN(CC2)CCN2C(C=C(C1=CC=C(C=C21)F)Cl)=O (tert-butyl (2,3-dihydro-1,4-benzodioxin-6-ylmethyl)(1-(2-(4-chloro-7-fluoro-2-oxoquinolin-1(2H)-yl)ethyl)piperidin-4-yl)carbamate), Cl.C(C)(=O)OCC (hydrogen chloride ethyl acetate). Run in C(C)(=O)OCC (ethyl acetate). Product: Cl.O1CCOC2=C1C=CC(=C2)CNC2CCN(CC2)CCN2C(C=C(C1=CC=C(C=C21)F)Cl)=O (1-(2-(4-((2,3-dihydro-1,4-benzodioxin-6-ylmethyl)amino)piperidin-1-yl)ethyl)-4-chloro-7-fluoroquinolin-2(1H)-one hydrochloride). As a reaction SMILES: [O:1]1[C:6]2[CH:7]=[CH:8][C:9]([CH2:11][N:12]([CH:20]3[CH2:25][CH2:24][N:23]([CH2:26][CH2:27][N:28]4[C:37]5[C:32](=[CH:33][CH:34]=[C:35]([F:38])[CH:36]=5)[C:31]([Cl:39])=[CH:30][C:29]4=[O:40])[CH2:22][CH2:21]3)C(=O)OC(C)(C)C)=[CH:10][C:5]=2[O:4][CH2:3][CH2:2]1.Cl.C(OCC)(=O)C>C(OCC)(=O)C>[ClH:39].[O:1]1[C:6]2[CH:7]=[CH:8][C:9]([CH2:11][NH:12][CH:20]3[CH2:21][CH2:22][N:23]([CH2:26][CH2:27][N:28]4[C:37]5[C:32](=[CH:33][CH:34]=[C:35]([F:38])[CH:36]=5)[C:31]([Cl:39])=[CH:30][C:29]4=[O:40])[CH2:24][CH2:25]3)=[CH:10][C:5]=2[O:4][CH2:3][CH2:2]1 |f:1.2,4.5|. Reported procedure: To 5 mL of an ethyl acetate solution containing 0.76 g of tert-butyl (2,3-dihydro-1,4-benzodioxin-6-ylmethyl)(1-(2-(4-chloro-7-fluoro-2-oxoquinolin-1(2H)-yl)ethyl)piperidin-4-yl)carbamate, 5 mL of 4 mol/L hydrogen chloride/ethyl acetate was added, and stirred at room temperature. The resulting solid was filtered to give 572 mg of (1-(2-(4-((2,3-dihydro-1,4-benzodioxin-6-ylmethyl)amino)piperidin-1-yl)ethyl)-4-chloro-7-fluoroquinolin-2(1H)-one hydrochloride as a brown solid. The reactants are C(C)(C)(C)C=1C=C(C(CSC=2NN=CC(N2)=O)=O)C=C(C1O)C(C)(C)C (3-[(3,5-di-tert.butyl-4-hydroxyphenacyl)-thio]-2H-1,2,4-triazin-5-one). The solvent is O1CCCC1 (tetrahydrofuran), Cl (hydrochloric acid). Yields the product C(C)(C)(C)C=1C=C(C=C(C1O)C(C)(C)C)C1=CSC=2N1N=CC(N2)=O (3-(3,5-Di-tert.butyl-4-hydroxyphenyl)-7H-thiazolo[3,2-b][1,2,4]triazin-7-one). Reaction SMILES: [C:1]([C:5]1[CH:6]=[C:7]([CH:19]=[C:20]([C:23]([CH3:26])([CH3:25])[CH3:24])[C:21]=1[OH:22])[C:8](=O)[CH2:9][S:10][C:11]1[NH:12][N:13]=[CH:14][C:15](=[O:17])[N:16]=1)([CH3:4])([CH3:3])[CH3:2]>O1CCCC1.Cl>[C:1]([C:5]1[CH:6]=[C:7]([C:8]2[N:12]3[N:13]=[CH:14][C:15](=[O:17])[N:16]=[C:11]3[S:10][CH:9]=2)[CH:19]=[C:20]([C:23]([CH3:26])([CH3:25])[CH3:24])[C:21]=1[OH:22])([CH3:4])([CH3:3])[CH3:2]. Reported procedure: 3.7 g (0.01 mol) of 3-[(3,5-di-tert.butyl-4-hydroxyphenacyl)-thio]-2H-1,2,4-triazin-5-one from step (b1) were stirred for 36 hours at room temperature in a mixture of 60 ml of tetrahydrofuran and 50 ml of 2N hydrochloric acid. The cyclocondensation product which slowly precipitated out was filtered off and recrystallized once to three times from tetrachydrofuran/ethanol (3:2). Yield: 79.0%. Product: C(C)(C)(C)OC(=O)N1CCN(CC1)C(C1=C(C=C(C=C1)N1C(OC[C@H]1COC)=O)S(=O)(=O)C)=O ((R)-4-[2-methanesulfonyl-4-(4-methoxymethyl-2-oxooxazolidin-3-yl)benzoyl]piperazine-1-carboxylic acid tert-butyl ester). RXN SMILES: [C:1]([O:5][C:6]([N:8]1[CH2:13][CH2:12][N:11]([C:14](=[O:33])[C:15]2[CH:20]=[CH:19][C:18]([N:21]3[C@H:25]([CH2:26][OH:27])[CH2:24][O:23][C:22]3=[O:28])=[CH:17][C:16]=2[S:29]([CH3:32])(=[O:31])=[O:30])[CH2:10][CH2:9]1)=[O:7])([CH3:4])([CH3:3])[CH3:2].[CH3:34]I>>[C:1]([O:5][C:6]([N:8]1[CH2:13][CH2:12][N:11]([C:14](=[O:33])[C:15]2[CH:20]=[CH:19][C:18]([N:21]3[C@H:25]([CH2:26][O:27][CH3:34])[CH2:24][O:23][C:22]3=[O:28])=[CH:17][C:16]=2[S:29]([CH3:32])(=[O:31])=[O:30])[CH2:10][CH2:9]1)=[O:7])([CH3:3])([CH3:4])[CH3:2]. Procedure: By reaction and treatment in the same manner as in Preparation Example 93 and using (R)-4-[4-(4-hydroxymethyl-2-oxooxazolidin-3-yl)-2-methanesulfonylbenzoyl]piperazine-1-carboxylic acid tert-butyl ester (908 mg) described in Preparation Example 170 and methyl iodide (320 mg), the title compound (738 mg) was obtained. The reactants are C(C)(C)(C)OC(=O)N1CCN(CC1)C(C1=C(C=C(C=C1)N1C(OC[C@H]1CO)=O)S(=O)(=O)C)=O ((R)-4-[4-(4-hydroxymethyl-2-oxooxazolidin-3-yl)-2-methanesulfonylbenzoyl]piperazine-1-carboxylic acid tert-butyl ester), CI (methyl iodide). The reactants are ClCCl, O=S(=O)(O)Cl, Fc1cccc(Cl)c1Cl. The product is O=S(=O)(Cl)c1ccc(F)c(Cl)c1Cl. As a reaction SMILES: [Cl:15][CH2:16][Cl:17].[Cl:1][S:2](=[O:3])(=[O:4])[OH:5].[Cl:6][c:7]1[cH:8][cH:9][cH:10][c:11]([F:14])[c:12]1[Cl:13]>>[Cl:1][S:2](=[O:3])(=[O:5])[c:8]1[c:7]([Cl:6])[c:12]([Cl:13])[c:11]([F:14])[cH:10][cH:9]1. Procedure: The subtitle compound was prepared from the product of example 15 step (iii) (20 g) and 3-methoxybenzyl chloride (17.4 ml) by the method of example 15 step (iv). Purification was by chromatography eluting with 5-10% ethyl acetate in isohexane. Yield 20.53 g. MS: APCI(+ve): 324 (M+1). The reactants are CC1=C(C=CC(=C1)C)C=1OCC(N1)(C)C (2-[2,4-Dimethylphenyl]-4,5-dihydro-4,4-dimethyloxazole), COC=1C=C(CCl)C=CC1 (3-methoxybenzyl chloride). Yields the product COC=1C=C(C=CC1)CCC1=C(C=CC(=C1)C)C=1OCC(N1)(C)C (4,5-Dihydro-2-[2-[2-[3-Methoxyphenyl]ethyl]-4-methylphenyl]-4,4-dimethyloxazole). Reaction SMILES: [CH3:1][C:2]1[CH:7]=[C:6]([CH3:8])[CH:5]=[CH:4][C:3]=1[C:9]1[O:10][CH2:11][C:12]([CH3:15])([CH3:14])[N:13]=1.[CH3:16][O:17][C:18]1[CH:19]=[C:20]([CH:23]=[CH:24][CH:25]=1)[CH2:21]Cl>>[CH3:16][O:17][C:18]1[CH:19]=[C:20]([CH2:21][CH2:1][C:2]2[CH:7]=[C:6]([CH3:8])[CH:5]=[CH:4][C:3]=2[C:9]2[O:10][CH2:11][C:12]([CH3:15])([CH3:14])[N:13]=2)[CH:23]=[CH:24][CH:25]=1. Reactants: O=C(Br)C(=O)Br, CN(C)C=O, COC(=O)c1ccc(Cl)c(-n2cc[nH]c(=O)c2=O)c1, ClCCl. The product is COC(=O)c1ccc(Cl)c(-n2ccnc(Br)c2=O)c1. As a reaction SMILES: [C:25]([Br:26])(=[O:27])[C:29]([Br:28])=[O:30].[CH3:20][N:21]([CH3:22])[CH:23]=[O:24].[Cl:1][c:2]1[c:3](-[n:12]2[c:13](=[O:19])[c:14](=[O:18])[nH:15][cH:16][cH:17]2)[cH:4][c:5]([C:6](=[O:7])[O:8][CH3:9])[cH:10][cH:11]1.[Cl:31][CH2:32][Cl:33]>>[Cl:1][c:2]1[c:3](-[n:12]2[c:13](=[O:19])[c:14]([Br:28])[n:15][cH:16][cH:17]2)[cH:4][c:5]([C:6](=[O:7])[O:8][CH3:9])[cH:10][cH:11]1. Starting materials: CC(OCc1ccccc1)C(CCn1ccc2ccc(Cl)cc21)n1cnc(C(N)=O)c1, C[Si](C)(C)I, ClC(Cl)Cl. Yields the product CC(O)C(CCn1ccc2ccc(Cl)cc21)n1cnc(C(N)=O)c1. As a reaction SMILES: [CH2:1]([c:2]1[cH:3][cH:4][cH:5][cH:6][cH:7]1)[O:8][CH:9]([CH3:10])[CH:11]([CH2:12][CH2:13][n:14]1[cH:15][cH:16][c:17]2[cH:18][cH:19][c:20]([Cl:23])[cH:21][c:22]12)[n:24]1[cH:25][n:26][c:27]([C:29](=[O:30])[NH2:31])[cH:28]1.[CH3:32][Si:33]([I:34])([CH3:35])[CH3:36].[CH:37]([Cl:38])([Cl:39])[Cl:40]>>[OH:8][CH:9]([CH3:10])[CH:11]([CH2:12][CH2:13][n:14]1[cH:15][cH:16][c:17]2[cH:18][cH:19][c:20]([Cl:23])[cH:21][c:22]12)[n:24]1[cH:25][n:26][c:27]([C:29](=[O:30])[NH2:31])[cH:28]1. Isolated yield 56.2%. Reaction SMILES: F[C:2]1[N:7]=[C:6]([F:8])[C:5]([F:9])=[C:4](F)[C:3]=1[F:11].[C:12]([O:16][CH3:17])(=[O:15])[CH2:13][SH:14].C(=O)([O-])[O-].[Cs+].[Cs+].[CH2:24]([O:31][C:32]1[CH:37]=[CH:36][C:35]([C:38]#[N:39])=[CH:34][C:33]=1[OH:40])[C:25]1[CH:30]=[CH:29][CH:28]=[CH:27][CH:26]=1.[OH-].[K+]>C(#N)C.C(OCC)(=O)C>[CH2:24]([O:31][C:32]1[CH:37]=[CH:36][C:35]([C:38]#[N:39])=[CH:34][C:33]=1[O:40][C:2]1[C:3]([F:11])=[C:4]([S:14][CH2:13][C:12]([O:16][CH3:17])=[O:15])[C:5]([F:9])=[C:6]([F:8])[N:7]=1)[C:25]1[CH:26]=[CH:27][CH:28]=[CH:29][CH:30]=1 |f:2.3.4,6.7|. Reported procedure: To a solution of pentafluoropyridine (1.9 g, 11.2 mmol) in acetonitrile (25 mL) at 0° C. was added methyl thioglycolate (1.0 mL, 11.2 mmol) and cesium carbonate (4.4 g, 13.5 mmol). The resultant mixture was allowed to warm slowly to ambient temperature and stirred for 16 hours. To the mixture was added 2-benzyloxy-5-cyanophenol (2.6 g, 11.5 mmol) and cesium carbonate (4.4 g, 13.5 mmol). The resultant mixture was stirred at 40° C. for 16 hours. The mixture was then cooled to ambient temperature a... Starting materials: FC1=C(C(=C(C(=N1)F)F)F)F (pentafluoropyridine), C(CS)(=O)OC (methyl thioglycolate), C([O-])([O-])=O.[Cs+].[Cs+] (cesium carbonate), resultant mixture, resultant mixture, C(C1=CC=CC=C1)OC1=C(C=C(C=C1)C#N)O (2-benzyloxy-5-cyanophenol), C([O-])([O-])=O.[Cs+].[Cs+] (cesium carbonate), [OH-].[K+] (KOH). Reaction conditions: time 16 hour. Product: C(C1=CC=CC=C1)OC1=C(C=C(C#N)C=C1)OC1=NC(=C(C(=C1F)SCC(=O)OC)F)F (4-benzyloxy-3-[(4-(methoxycarbonylmethyl)thio-3,5,6-trifluoropyridin-2-yl)oxy]benzonitrile). Run in C(C)#N (acetonitrile), C(C)(=O)OCC (ethyl acetate).